Dataset: the Open Reaction Database (ORD), a public repository of structured organic reaction records. Task: describe an organic reaction: reactants, conditions, products, and yield Procedure: The title compound was prepared from (R)-6-(4-fluorophenyl)-6-(3-hydroxypropyl)-3-((S)-1-(4-(4,4,5,5-tetramethyl-1,3,2-dioxaborolan-2-yl)phenyl)ethyl)-1,3-oxazinan-2-one and 6-chloropyridazin-3(2H)-one following a procedures analogous to that described in Example 1 Step 3. LC-MS Method 2 tR=1.231, m/z=490; 1H NMR (CD3OD) 1.33 (m, 1H), 1.56 (d, 3H), 1.61 (m, 1H), 1.98 (m, 2H), 2.21 (m, 1H), 2.31 (m, 1H), 2.43 (m, 2H), 3.13 (m, 1H), 3.48 (m, 2H), 5.53 (m, 1H), 6.69 (d, 1H), 7.07-7.13 (m, 4H), 7.32... Reactants: FC1=CC=C(C=C1)[C@]1(CCN(C(O1)=O)[C@@H](C)C1=CC=C(C=C1)B1OC(C(O1)(C)C)(C)C)CCCO ((R)-6-(4-fluorophenyl)-6-(3-hydroxypropyl)-3-((S)-1-(4-(4,4,5,5-tetramethyl-1,3,2-dioxaborolan-2-yl)phenyl)ethyl)-1,3-oxazinan-2-one), ClC=1C=CC(NN1)=O (6-chloropyridazin-3(2H)-one). RXN SMILES: [F:1][C:2]1[CH:7]=[CH:6][C:5]([C@:8]2([CH2:32][CH2:33][CH2:34][OH:35])[O:13][C:12](=[O:14])[N:11]([C@H:15]([C:17]3[CH:22]=[CH:21][C:20](B4OC(C)(C)C(C)(C)O4)=[CH:19][CH:18]=3)[CH3:16])[CH2:10][CH2:9]2)=[CH:4][CH:3]=1.Cl[C:37]1[CH:38]=[CH:39][C:40](=[O:43])[NH:41][N:42]=1>>[F:1][C:2]1[CH:7]=[CH:6][C:5]([C@:8]2([CH2:32][CH2:33][CH2:34][OH:35])[O:13][C:12](=[O:14])[N:11]([C@H:15]([C:17]3[CH:22]=[CH:21][C:20]([C:37]4[CH:38]=[CH:39][C:40](=[O:43])[NH:41][N:42]=4)=[CH:19][CH:18]=3)[CH3:16])[CH2:10][CH2:9]2)=[CH:4][CH:3]=1. Yields the product FC1=CC=C(C=C1)[C@]1(CCN(C(O1)=O)[C@@H](C)C1=CC=C(C=C1)C1=NNC(C=C1)=O)CCCO ((R)-6-(4-fluorophenyl)-6-(3-hydroxypropyl)-3-((S)-1-(4-(6-oxo-1,6-dihydropyridazin-3-yl)phenyl)ethyl)-1,3-oxazinan-2-one). Reactants: Br, COc1ccc(Br)cc1, O=C([O-])O, COc1cccc(CCN2C(=O)c3ccccc3C2=O)c1, CCOCC, [Mg], [Na+]. The product is COc1ccc(C2(O)c3ccccc3C(=O)N2CCc2cccc(OC)c2)cc1. RXN SMILES: [Br:11].[Br:2][c:3]1[cH:4][cH:5][c:6]([O:9][CH3:10])[cH:7][cH:8]1.[C:33](=[O:34])([OH:35])[O-:36].[CH3:12][O:13][c:14]1[cH:15][c:16]([CH2:20][CH2:21][N:22]2[C:23](=[O:32])[c:24]3[c:25]([cH:28][cH:29][cH:30][cH:31]3)[C:26]2=[O:27])[cH:17][cH:18][cH:19]1.[CH3:38][CH2:39][O:40][CH2:41][CH3:42].[Mg:1].[Na+:37]>>[c:3]1([C:23]2([OH:32])[N:22]([CH2:21][CH2:20][c:16]3[cH:15][c:14]([O:13][CH3:12])[cH:19][cH:18][cH:17]3)[C:26](=[O:27])[c:25]3[c:24]2[cH:31][cH:30][cH:29][cH:28]3)[cH:4][cH:5][c:6]([O:9][CH3:10])[cH:7][cH:8]1. The reactants are ClC1=C(C=C(C(=C1)Cl)Cl)SC1=CC(=CN1)C(=O)OC (Methyl 5-(2,4,5-trichlorophenylthio)pyrrole-3-carboxylate), [OH-].[Na+] (sodium hydroxide), [OH-].[Na+] (sodium hydroxide). Solvent: CO (methanol), CO (methanol). Conditions: time 2.5 hour. Yields the product ClC1=C(C=C(C(=C1)Cl)Cl)SC1=CC(=CN1)C(=O)O (5-(2,4,5-Trichlorophenylthio)pyrrole-3-carboxylic Acid). Reaction SMILES: [Cl:1][C:2]1[CH:7]=[C:6]([Cl:8])[C:5]([Cl:9])=[CH:4][C:3]=1[S:10][C:11]1[NH:15][CH:14]=[C:13]([C:16]([O:18]C)=[O:17])[CH:12]=1.[OH-].[Na+]>CO>[Cl:1][C:2]1[CH:7]=[C:6]([Cl:8])[C:5]([Cl:9])=[CH:4][C:3]=1[S:10][C:11]1[NH:15][CH:14]=[C:13]([C:16]([OH:18])=[O:17])[CH:12]=1 |f:1.2|. Procedure: Methyl 5-(2,4,5-trichlorophenylthio)pyrrole-3-carboxylate (2.1 g.) was combined with 20 ml. of methanol and 20 ml. of 1 N sodium hydroxide and heated to reflux. Additional 1 N sodium hydroxide was added in an amount sufficient to obtain a solution. Reflux was continued for 2.5 hours, the methanol was then allowed to evaporate, and the aqueous residue was diluted with approximately one volume of water and extracted twice with ether. The aqueous phase was cooled in an ice-water bath and acidified ... The reactants are O=C(O)c1cn(-c2ccnc3ccccc23)cc1C1CC1, ClC(Cl)Cl, O=S(Cl)Cl. The product is O=C(Cl)c1cn(-c2ccnc3ccccc23)cc1C1CC1. As a reaction SMILES: [C:5](=[O:6])([OH:7])[c:8]1[cH:9][n:10](-[c:16]2[cH:17][cH:18][n:19][c:20]3[cH:21][cH:22][cH:23][cH:24][c:25]23)[cH:11][c:12]1[CH:13]1[CH2:14][CH2:15]1.[CH:26]([Cl:27])([Cl:28])[Cl:29].[S:1]([Cl:2])([Cl:3])=[O:4]>>[Cl:3][C:5](=[O:6])[c:8]1[cH:9][n:10](-[c:16]2[cH:17][cH:18][n:19][c:20]3[cH:21][cH:22][cH:23][cH:24][c:25]23)[cH:11][c:12]1[CH:13]1[CH2:14][CH2:15]1. Starting materials: CC(=O)O, CC(C)(O)C(Nc1nc(Cl)nc2c1SCC2)c1ccc(F)cc1, N, O, OO. The product is CC(C)(O)C(Nc1nc(Cl)nc2c1S(=O)CC2)c1ccc(F)cc1. As a reaction SMILES: [CH3:28][C:29](=[O:30])[OH:31].[Cl:1][c:2]1[n:3][c:4]([NH:11][CH:12]([C:13]([CH3:14])([OH:15])[CH3:16])[c:17]2[cH:18][cH:19][c:20]([F:23])[cH:21][cH:22]2)[c:5]2[c:6]([n:7]1)[CH2:8][CH2:9][S:10]2.[NH3:27].[OH2:26].[OH:24][OH:25]>>[Cl:1][c:2]1[n:3][c:4]([NH:11][CH:12]([C:13]([CH3:14])([OH:15])[CH3:16])[c:17]2[cH:18][cH:19][c:20]([F:23])[cH:21][cH:22]2)[c:5]2[c:6]([n:7]1)[CH2:8][CH2:9][S:10]2=[O:24]. Starting materials: ClC=1C2=C(N=CN1)NC=C2I (4-chloro-5-iodo-7H-pyrrolo[2,3-d]pyrimidine), C1(=CC=CC=C1)B(O)O (phenylboronic acid), N1=CC=CC=C1 (pyridine), N (ammonia). Reagents/catalysts: CC(=O)[O-].CC(=O)[O-].[Cu+2] (Cu(OAc)2). The solvent is C(Cl)Cl (CH2Cl2), C(Cl)Cl (CH2Cl2). Run at time 12 day. Yields the product ClC=1C2=C(N=CN1)N(C=C2I)C2=CC=CC=C2 (4-Chloro-5-iodo-7-phenyl-7H-pyrrolo[2,3-d]pyrimidine). As a reaction SMILES: [Cl:1][C:2]1[C:3]2[C:10]([I:11])=[CH:9][NH:8][C:4]=2[N:5]=[CH:6][N:7]=1.[C:12]1(B(O)O)[CH:17]=[CH:16][CH:15]=[CH:14][CH:13]=1.N1C=CC=CC=1.N>C(Cl)Cl.CC([O-])=O.CC([O-])=O.[Cu+2]>[Cl:1][C:2]1[C:3]2[C:10]([I:11])=[CH:9][N:8]([C:12]3[CH:17]=[CH:16][CH:15]=[CH:14][CH:13]=3)[C:4]=2[N:5]=[CH:6][N:7]=1 |f:5.6.7|. Reported procedure: A mixture of 4-chloro-5-iodo-7H-pyrrolo[2,3-d]pyrimidine (prepared according to: L. B. Townsend et al., J. Med. Chem. 1990, 33 (7), 1984-92) (280 mg, 1.00 mmol), phenylboronic acid (244 mg, 2.00 mmol), pyridine (165 μL, 161 mg, 2.04 mmol), and Cu(OAc)2 (272 mg, 1.50 mmol) in CH2Cl2 (5 mL) was stirred under air at ambient temperature for 12 d. Aqueous ammonia (1 M) and CH2Cl2 were added, the solids were filtered off, the layers of the filtrate were separated, the aqueous layer was extracted with ... The reactants are C(C)(C)(C)OC(NCC(NCC1=CC=C(C=C1)CN1S(N(C(C1)=O)CC1=C(C=C(C=C1)OC)OC)(=O)=O)=O)=O (({4-[5-(2,4-dimethoxy-benzyl)-1,1,4-trioxo-1,2,5-thiadiazolidin-2-ylmethyl]-benzylcarbamoyl}-methyl)-carbamic acid t-butyl ester), C(=O)(C(F)(F)F)O (TFA). Solvent: C(Cl)Cl (CH2Cl2). Run at time 30 minute. Product: NCC(=O)NCC1=CC=C(C=C1)CN1S(NC(C1)=O)(=O)=O (2-amino-N-[4-(1,1,4-trioxo-1,2,5-thiadiazolidin-2-ylmethyl)-benzyl]-acetamide). RXN SMILES: C(OC(=O)[NH:7][CH2:8][C:9](=[O:38])[NH:10][CH2:11][C:12]1[CH:17]=[CH:16][C:15]([CH2:18][N:19]2[CH2:23][C:22](=[O:24])[N:21](CC3C=CC(OC)=CC=3OC)[S:20]2(=[O:37])=[O:36])=[CH:14][CH:13]=1)(C)(C)C.C(O)(C(F)(F)F)=O>C(Cl)Cl>[NH2:7][CH2:8][C:9]([NH:10][CH2:11][C:12]1[CH:17]=[CH:16][C:15]([CH2:18][N:19]2[CH2:23][C:22](=[O:24])[NH:21][S:20]2(=[O:36])=[O:37])=[CH:14][CH:13]=1)=[O:38]. Reported procedure: The title C compound, ({4-[5-(2,4-dimethoxy-benzyl)-1,1,4-trioxo-1,2,5-thiadiazolidin-2-ylmethyl]-benzylcarbamoyl}-methyl)-carbamic acid t-butyl ester (80 mg, 0.14 mmol) is stirred in equal volumes of CH2Cl2 and TFA (4 mL) for 16 h. The volatiles are evaporated and the residue is stirred in equal volumes of MeCN/water (5 mL) for 30 min. The mixture is filtered through a 0.2μ Acrodisc and the solvents are evaporated. The solid is washed with Et2O and dried to afford 2-amino-N-[4-(1,1,4-trioxo-1,2...